This data is from the Open Reaction Database (ORD), a public repository of structured organic reaction records. The task is: describe an organic reaction: reactants, conditions, products, and yield Starting materials: CCC(O)(CC)c1ccc(Br)c(C)c1, Oc1ccccc1, O=C(O)C(F)(F)F. Yields the product CCC(CC)(c1ccc(O)cc1)c1ccc(Br)c(C)c1. Reaction SMILES: [Br:8][c:9]1[c:10]([CH3:21])[cH:11][c:12]([C:15]([CH2:16][CH3:17])([CH2:18][CH3:19])[OH:20])[cH:13][cH:14]1.[OH:1][c:2]1[cH:3][cH:4][cH:5][cH:6][cH:7]1.[OH:22][C:23]([C:24]([F:25])([F:26])[F:27])=[O:28]>>[OH:1][c:2]1[cH:3][cH:4][c:5]([C:15]([c:12]2[cH:11][c:10]([CH3:21])[c:9]([Br:8])[cH:14][cH:13]2)([CH2:16][CH3:17])[CH2:18][CH3:19])[cH:6][cH:7]1. Reactants: CCCCCBr, CO, [Na+], [OH-], c1c[nH]cn1. RXN SMILES: [CH2:1]([CH2:2][CH2:3][CH2:4][CH3:5])[Br:6].[CH3:12][OH:13].[Na+:15].[OH-:14].[nH:7]1[cH:8][n:9][cH:10][cH:11]1>>[CH2:1]([CH2:2][CH2:3][CH2:4][CH3:5])[n:7]1[cH:8][n:9][cH:10][cH:11]1. Product: CCCCCn1ccnc1. Starting materials: of(S)-tert-butyl 3-(4-amino-3-(4-aminophenyl)-1H-pyrazolo[3,4-d]pyrimidin-1-yl)pyrrolidine-1-carboxylate, CS(=O)(=O)O[C@H]1CN(CC1)C(=O)OC(C)(C)C ((R)-1-(tert-butoxycarbonyl)pyrrolidin-3-yl methanesulfonate), [N+](=O)([O-])C1=CC=C(C=C1)C1=NNC2=NC=NC(=C21)N (3-(4-nitrophenyl)-1H-pyrazolo[3,4-d]pyrimidin-4-amine), C(=O)([O-])[O-].[K+].[K+] (K2CO3). Solvent: CN(C)C=O (DMF). Run at time 6 hour. Product: NC1=C2C(=NC=N1)N(N=C2C2=CC=C(C=C2)[N+](=O)[O-])[C@@H]2CN(CC2)C(=O)OC(C)(C)C ((S)-tert-butyl 3-(4-amino-3-(4-nitrophenyl)-1H-pyrazolo[3,4-d]pyrimidin-1-yl)pyrrolidine-1-carboxylate). Isolated yield 51.8%. As a reaction SMILES: [N+:1]([C:4]1[CH:9]=[CH:8][C:7]([C:10]2[C:18]3[C:13](=[N:14][CH:15]=[N:16][C:17]=3[NH2:19])[NH:12][N:11]=2)=[CH:6][CH:5]=1)([O-:3])=[O:2].C([O-])([O-])=O.[K+].[K+].CS(O[C@@H:31]1[CH2:35][CH2:34][N:33]([C:36]([O:38][C:39]([CH3:42])([CH3:41])[CH3:40])=[O:37])[CH2:32]1)(=O)=O>CN(C=O)C>[NH2:19][C:17]1[N:16]=[CH:15][N:14]=[C:13]2[N:12]([C@H:35]3[CH2:31][CH2:32][N:33]([C:36]([O:38][C:39]([CH3:42])([CH3:41])[CH3:40])=[O:37])[CH2:34]3)[N:11]=[C:10]([C:7]3[CH:6]=[CH:5][C:4]([N+:1]([O-:3])=[O:2])=[CH:9][CH:8]=3)[C:18]=12 |f:1.2.3|. Procedure details: Synthesis of(S)-tert-butyl 3-(4-amino-3-(4-aminophenyl)-1H-pyrazolo[3,4-d]pyrimidin-1-yl)pyrrolidine-1-carboxylate. A solution of 3-(4-nitrophenyl)-1H-pyrazolo[3,4-d]pyrimidin-4-amine (0.5 g, 1.95 mmol), K2CO3 (1.08 g, 7.8 mmol), and (R)-1-(tert-butoxycarbonyl)pyrrolidin-3-yl methanesulfonate (0.62 g, 2.34 mmol) in DMF (20 mL) was brought to 80° C. under an argon atmosphere. The reaction mixture was left stirring for 6 hours, then cooled and filtered. The filtrate was concentrated in vacuo, but ... The reactants are BrC1=CC=C(S1)C(=O)O (5-bromothiophene-2-carboxylic acid), N=1C=CN2C1C=C(C=C2)CN (imidazo[1,2-a]pyridin-7-ylmethanamine), O.ON1N=NC2=C1C=CC=C2 (1-hydroxybenzotriazole hydrate), CN1CCOCC1 (N-methylmorpholine), Cl.CN(CCCN=C=NCC)C (1-(3-dimethylaminopropyl)-3-ethylcarbodiimide hydrochloride). The solvent is CN(C=O)C (dimethylformamide), C(C)(=O)OCC (ethyl acetate), O (water). Conditions: time 8 hour. Product: BrC1=CC=C(S1)C(=O)NCC1=CC=2N(C=C1)C=CN2 (5-bromo-N-(imidazo[1,2-a]pyridin-7-ylmethyl)thiophene-2-carboxamide). As a reaction SMILES: [Br:1][C:2]1[S:6][C:5]([C:7]([OH:9])=O)=[CH:4][CH:3]=1.[N:10]1[CH:11]=[CH:12][N:13]2[CH:18]=[CH:17][C:16]([CH2:19][NH2:20])=[CH:15][C:14]=12.O.ON1C2C=CC=CC=2N=N1.CN1CCOCC1.Cl.CN(C)CCCN=C=NCC>CN(C)C=O.C(OCC)(=O)C.O>[Br:1][C:2]1[S:6][C:5]([C:7]([NH:20][CH2:19][C:16]2[CH:17]=[CH:18][N:13]3[CH:12]=[CH:11][N:10]=[C:14]3[CH:15]=2)=[O:9])=[CH:4][CH:3]=1 |f:2.3,5.6|. Procedure: A solution of 5-bromothiophene-2-carboxylic acid (1.279 g, 6.18 mmol), imidazo[1,2-a]pyridin-7-ylmethanamine (1 g, 6.79 mmol), 1-hydroxybenzotriazole hydrate (1.041 g, 6.79 mmol) and N-methylmorpholine (1.698 ml, 15.44 mmol) in dimethylformamide (20 ml) at room temperature was treated with 1-(3-dimethylaminopropyl)-3-ethylcarbodiimide hydrochloride (2.131 g, 11.12 mmol). The mixture was stirred overnight and poured into a gently stirred round-bottom flask containing water (100 ml) and ethyl acet... The reactants are O=C([O-])[O-], CN(C)C=O, CCOC(C)=O, CC(C)c1onc(-c2c(Cl)cccc2Cl)c1CCl, [Cs+], [Cs+], OB(O)c1ccc(S)cc1. Yields the product CC(C)c1onc(-c2c(Cl)cccc2Cl)c1CSc1ccc(B(O)O)cc1. Reaction SMILES: [C:19](=[O:20])([O-:21])[O-:22].[CH3:35][N:36]([CH3:37])[CH:38]=[O:39].[CH3:40][CH2:41][O:42][C:43](=[O:44])[CH3:45].[Cl:1][CH2:2][c:3]1[c:4](-[c:11]2[c:12]([Cl:18])[cH:13][cH:14][cH:15][c:16]2[Cl:17])[n:5][o:6][c:7]1[CH:8]([CH3:9])[CH3:10].[Cs+:23].[Cs+:24].[SH:25][c:26]1[cH:27][cH:28][c:29]([B:32]([OH:33])[OH:34])[cH:30][cH:31]1>>[CH2:2]([c:3]1[c:4](-[c:11]2[c:12]([Cl:18])[cH:13][cH:14][cH:15][c:16]2[Cl:17])[n:5][o:6][c:7]1[CH:8]([CH3:9])[CH3:10])[S:25][c:26]1[cH:27][cH:28][c:29]([B:32]([OH:33])[OH:34])[cH:30][cH:31]1. Reactants: Cl (hydrochloric acid), C1CCC2=NCCCN2CC1 (1,8-diazabicyclo[5.4.0]-7-undecene), NC1=NC(=NC(=N1)C(Cl)(Cl)Cl)C(F)(F)F (2-amino-4-trichloromethyl-6-trifluoromethyl-1,3,5-triazine), CO (methanol), acid. Conditions: temperature 20 celsius. Product: NC1=NC(=NC(=N1)OC)C(F)(F)F (2-Amino-4-methoxy-6-trifluoromethyl-1,3,5-triazine). Reaction SMILES: C1CCN2C(=NCCC2)CC1.[NH2:12][C:13]1[N:18]=[C:17](C(Cl)(Cl)Cl)[N:16]=[C:15]([C:23]([F:26])([F:25])[F:24])[N:14]=1.Cl.[CH3:28][OH:29]>>[NH2:12][C:13]1[N:18]=[C:17]([O:29][CH3:28])[N:16]=[C:15]([C:23]([F:26])([F:25])[F:24])[N:14]=1. Procedure details: 2.7 g (18 mmol) of 1,8-diazabicyclo[5.4.0]-7-undecene were added at 22° C. to a solution of 5 g (18 mmol) of 2-amino-4-trichloromethyl-6-trifluoromethyl-1,3,5-triazine in 25 ml of methanol. The mixture was refluxed for 1 hour and, after cooling to 20° C., made weakly acid (pH=6) with 2 normal aqueous hydrochloric acid. Then most of the solvent was removed under reduced pressure, after which the solid was isolated in a conventional manner.